Task: describe an organic reaction: reactants, conditions, products, and yield. Dataset: the Open Reaction Database (ORD), a public repository of structured organic reaction records Starting materials: ClC1=NC(=NC=C1C(F)(F)F)NC1=CC=C(CP(OCC)(OCC)=O)C=C1 (diethyl (4-{[4-chloro-5-(trifluoromethyl)pyrimidin-2-yl]amino}benzyl)phosphonate), C(CC)P(=O)(CCC)C1=CC=C(N)C=C1 (4-(dipropylphosphoryl)aniline), ClC1=NC=C(C(=N1)Cl)C(F)(F)F (2,4-Dichloro-5-trifluoromethylpyrimidine), C(CC)P(=O)(CCC)C1=CC=C(N)C=C1 (4-(dipropylphosphoryl)aniline). Yields the product ClC1=NC(=NC=C1C(F)(F)F)NC1=CC=C(C=C1)P(=O)(CCC)CCC (4-chloro-N-[4-(dipropyl phosphoryl)phenyl]-5-(trifluoromethyl)pyrimidin-2-amine). As a reaction SMILES: [Cl:1][C:2]1[C:7]([C:8]([F:11])([F:10])[F:9])=[CH:6][N:5]=[C:4]([NH:12][C:13]2[CH:27]=[CH:26][C:16](CP(=O)(OCC)OCC)=[CH:15][CH:14]=2)[N:3]=1.ClC1N=C(Cl)C(C(F)(F)F)=CN=1.[CH2:40]([P:43](C1C=CC(N)=CC=1)([CH2:45][CH2:46][CH3:47])=[O:44])[CH2:41][CH3:42]>>[Cl:1][C:2]1[C:7]([C:8]([F:9])([F:10])[F:11])=[CH:6][N:5]=[C:4]([NH:12][C:13]2[CH:14]=[CH:15][C:16]([P:43]([CH2:45][CH2:46][CH3:47])([CH2:40][CH2:41][CH3:42])=[O:44])=[CH:26][CH:27]=2)[N:3]=1. Procedure: The title compound was prepared according to the procedure for diethyl (4-{[4-chloro-5-(trifluoromethyl)pyrimidin-2-yl]amino}benzyl)phosphonate using 2,4-Dichloro-5-trifluoromethylpyrimidine (101.6 mg, 0.4681 mmol) and 4-(dipropylphosphoryl)aniline (Compound 198B: 116 mg, 0.515 mmol). This was purified on an ISCO Combiflash unit (0-5% MeOH/DCM) to isolate 75 mg of the desired product as a white solid. 1H NMR (400 MHz, DMSO-d6) δ ppm 0.90 (t, J=7.3 Hz, 6H), 1.30 (br. s., 2H), 1.46 (br. s., 2H), 1... Reactants: C(=C)OCC(C)C (isobutyl vinyl ether), C(C(C)C)O (isobutanol), C(C(C)C)OC=CC(=O)OCC(C)C (isobutyl 3-isobutoxyacrylate), C(=O)(Cl)Cl (phosgene), C(=O)(Cl)Cl (phosgene). Conditions: temperature 52.5 celsius. Yields the product C(C(C)C)OC(C(=O)OCC(C)C)=C (Isobutyl Isobutoxyacrylate). As a reaction SMILES: C(OCC(C)C)=C.C(Cl)(Cl)=O.[CH2:12]([OH:16])[CH:13]([CH3:15])[CH3:14].C(O[CH:22]=[CH:23][C:24]([O:26][CH2:27][CH:28]([CH3:30])[CH3:29])=[O:25])C(C)C>>[CH2:12]([O:16][C:23](=[CH2:22])[C:24]([O:26][CH2:27][CH:28]([CH3:30])[CH3:29])=[O:25])[CH:13]([CH3:15])[CH3:14]. Reported procedure: 100 g (1.0 mol) of isobutyl vinyl ether are initially charged in a 500 ml stirred apparatus and heated to 50-55° C. 113 g (1.15 mol) of phosgene are subsequently introduced over a period of 11 h. After an extra reaction time of 1.5 h, the reaction mixture is stripped phosgene free at 50-55° C. by introduction of nitrogen. The mixture is subsequently allowed to cool to room temperature, and and [sic] 60.7 g (0.82 mol) of isobutanol are added dropwise. After the addition has ended, the resulting r... Starting materials: BrBr (bromine), NC(=S)N (thiourea), 2-bromo-(3-ethoxyphehyl)-ethanone, C(C)OC=1C=C(C=CC1)C(C)=O (1-(3-ethoxy-phenyl)-ethanone). Product: BrCC(=O)C1=CC(=CC=C1)OCC (2-bromo-(3-ethoxyphenyl)-ethanone). Reaction SMILES: NC(N)=S.[CH2:5]([O:7][C:8]1[CH:9]=[C:10]([C:14](=[O:16])[CH3:15])[CH:11]=[CH:12][CH:13]=1)[CH3:6].[Br:17]Br>>[Br:17][CH2:15][C:14]([C:10]1[CH:11]=[CH:12][CH:13]=[C:8]([O:7][CH2:5][CH3:6])[CH:9]=1)=[O:16]. Procedure: This compound was prepared from resin-bound thiourea of Example 24 and 2-bromo-(3-ethoxyphehyl)-ethanone by the procedure used in Example 36. MS (ES) MH+=453. The 2-bromo-(3-ethoxyphenyl)-ethanone was prepared by treating 1-(3-ethoxy-phenyl)-ethanone (prepared in accordance with the procedure in J. Chem. Soc. Perkin Trans. 2:1996, 755-760) with bromine as in Example 20C. Reactants: CC(C)O, COC1CCCCC1=O, [H][H], [K+], [OH-]. Yields the product COC1CCCCC1O. As a reaction SMILES: [CH3:14][CH:15]([OH:16])[CH3:17].[CH3:3][O:4][CH:5]1[C:6](=[O:11])[CH2:7][CH2:8][CH2:9][CH2:10]1.[H:12][H:13].[K+:2].[OH-:1]>>[CH3:3][O:4][CH:5]1[CH:6]([OH:11])[CH2:7][CH2:8][CH2:9][CH2:10]1.